This data is from the Open Reaction Database (ORD), a public repository of structured organic reaction records. The task is: describe an organic reaction: reactants, conditions, products, and yield Reactants: BrC1=CC=C(C=C1)CC#N (4-bromophenylacetonitrile), CN(C=O)C (N,N-dimethylformamide), IC (iodomethane), CN(C=O)C (N,N-dimethylformamide), ice, [H-].[Na+] (sodium hydride), CN(C=O)C (N,N-dimethylformamide). The solvent is O (water). Reaction conditions: time 8 hour. Yields the product CC(C#N)(C)C1=CC=C(C=C1)Br (2-Methyl-2-(4-bromophenyl)propionitrile). Isolated yield 87.5%. Reaction SMILES: [H-].[Na+].[Br:3][C:4]1[CH:9]=[CH:8][C:7]([CH2:10][C:11]#N)=[CH:6][CH:5]=1.I[CH3:14].C[N:16]([CH3:19])C=O>O>[CH3:14][C:10]([C:7]1[CH:8]=[CH:9][C:4]([Br:3])=[CH:5][CH:6]=1)([CH3:11])[C:19]#[N:16] |f:0.1|. Procedure details: To a suspension of sodium hydride (60% dispersion in oil, 50 g, 1.25 m) in dry N,N-dimethylformamide (400 ml under nitrogen was added with stirring a solution of 4-bromophenylacetonitrile in N,N-dimethylformamide (400 ml) keeping the temperature between 30° and 40° C. A solution of iodomethane (213 g, 1.50 m) in N,N-dimethylformamide was then added gradually keeping the temperatue between 35° C. and the mixture then stirred at ambient temperature overnight. With ice cooling 2N aqueous hydrochlor... Reactants: O=C(NCc1ccc(CCO)cc1)c1c(Cl)cncc1Cl, ClCCl. The product is O=CCc1ccc(CNC(=O)c2c(Cl)cncc2Cl)cc1. RXN SMILES: [Cl:1][c:2]1[c:3]([C:4](=[O:5])[NH:6][CH2:7][c:8]2[cH:9][cH:10][c:11]([CH2:14][CH2:15][OH:16])[cH:12][cH:13]2)[c:17]([Cl:21])[cH:18][n:19][cH:20]1.[Cl:22][CH2:23][Cl:24]>>[Cl:1][c:2]1[c:3]([C:4](=[O:5])[NH:6][CH2:7][c:8]2[cH:9][cH:10][c:11]([CH2:14][CH:15]=[O:16])[cH:12][cH:13]2)[c:17]([Cl:21])[cH:18][n:19][cH:20]1.